From a dataset of the Open Reaction Database (ORD), a public repository of structured organic reaction records. describe an organic reaction: reactants, conditions, products, and yield Starting materials: O=C(n1ccnc1)n1ccnc1, ClCCl, Cl, Cl, NC1CCN(c2ccccn2)C1. The product is O=C(NC1CCN(c2ccccn2)C1)n1ccnc1. RXN SMILES: [C:15](=[O:16])([n:17]1[cH:18][n:19][cH:20][cH:21]1)[n:22]1[cH:23][cH:24][n:25][cH:26]1.[Cl:27][CH2:28][Cl:29].[ClH:1].[ClH:2].[n:3]1[c:4]([N:9]2[CH2:10][CH:11]([NH2:14])[CH2:12][CH2:13]2)[cH:5][cH:6][cH:7][cH:8]1>>[n:3]1[c:4]([N:9]2[CH2:10][CH:11]([NH:14][C:15](=[O:16])[n:17]3[cH:18][n:19][cH:20][cH:21]3)[CH2:12][CH2:13]2)[cH:5][cH:6][cH:7][cH:8]1. The reactants are COC(=O)CC(CC(N)=O)CC(C)C, Cl. Product: CC(C)CC(CC(N)=O)CC(=O)O. As a reaction SMILES: [C:1]([NH2:2])(=[O:3])[CH2:4][CH:5]([CH2:6][C:7](=[O:8])[O:9][CH3:10])[CH2:11][CH:12]([CH3:13])[CH3:14].[ClH:15]>>[C:1]([NH2:2])(=[O:3])[CH2:4][CH:5]([CH2:6][C:7](=[O:8])[OH:9])[CH2:11][CH:12]([CH3:13])[CH3:14]. Reactants: [Ag+2], O=C([O-])[O-], COC(=O)C=C(OC)c1ccccc1CBr, CN(C)C=O, Oc1nc(-c2ccccc2)cs1. Product: COC(=O)C=C(OC)c1ccccc1COc1nc(-c2ccccc2)cs1. RXN SMILES: [Ag+2:38].[C:34](=[O:35])([O-:36])[O-:37].[CH3:13][O:14][C:15](=[CH:16][C:17](=[O:18])[O:19][CH3:20])[c:21]1[c:22]([CH2:27][Br:28])[cH:23][cH:24][cH:25][cH:26]1.[O:29]=[CH:30][N:31]([CH3:32])[CH3:33].[OH:1][c:2]1[s:3][cH:4][c:5](-[c:7]2[cH:8][cH:9][cH:10][cH:11][cH:12]2)[n:6]1>>[O:1]([c:2]1[s:3][cH:4][c:5](-[c:7]2[cH:8][cH:9][cH:10][cH:11][cH:12]2)[n:6]1)[CH2:27][c:22]1[c:21]([C:15]([O:14][CH3:13])=[CH:16][C:17](=[O:18])[O:19][CH3:20])[cH:26][cH:25][cH:24][cH:23]1. Starting materials: FC=1C=C(C=NC1)[C@@H]1N(CCC1)C1=NC=2N(C=C1)N=CC2C(=O)O ((R)-5-(2-(5-fluoropyridin-3-yl)pyrrolidin-1-yl)pyrazolo[1,5-a]pyrimidine-3-carboxylic acid), FCC(C)(N)C (1-fluoro-2-methylpropan-2-amine). The product is FCC(C)(C)NC(=O)C=1C=NN2C1N=C(C=C2)N2[C@H](CCC2)C=2C=NC=C(C2)F ((R)—N-(1-fluoro-2-methylpropan-2-yl)-5-(2-(5-fluoropyridin-3-yl)pyrrolidin-1-yl)pyrazolo[1,5-a]pyrimidine-3-carboxamide). Isolated yield 100.0%. RXN SMILES: [F:1][C:2]1[CH:3]=[C:4]([C@H:8]2[CH2:12][CH2:11][CH2:10][N:9]2[C:13]2[CH:18]=[CH:17][N:16]3[N:19]=[CH:20][C:21]([C:22]([OH:24])=O)=[C:15]3[N:14]=2)[CH:5]=[N:6][CH:7]=1.[F:25][CH2:26][C:27]([CH3:30])([NH2:29])[CH3:28]>>[F:25][CH2:26][C:27]([NH:29][C:22]([C:21]1[CH:20]=[N:19][N:16]2[CH:17]=[CH:18][C:13]([N:9]3[CH2:10][CH2:11][CH2:12][C@@H:8]3[C:4]3[CH:5]=[N:6][CH:7]=[C:2]([F:1])[CH:3]=3)=[N:14][C:15]=12)=[O:24])([CH3:30])[CH3:28]. Procedure: Prepared by the method described in Example 1 using (R)-5-(2-(5-fluoropyridin-3-yl)pyrrolidin-1-yl)pyrazolo[1,5-a]pyrimidine-3-carboxylic acid (Preparation I) and 1-fluoro-2-methylpropan-2-amine to yield the title compound as a white solid (37 mg, 100% yield). MS (apci) m/z=401.0 (M+H). The reactants are BrC=1C=C(C#N)C=CC1O (3-bromo-4-hydroxy-benzonitrile), C(C=C)Br (allyl bromide), C([O-])([O-])=O.[K+].[K+] (potassium carbonate), [I-].[K+] (potassium iodide). Run in CC(=O)C (acetone), CCOC(=O)C (EtOAc). Product: C(C=C)OC1=C(C=C(C#N)C=C1)Br (4-Allyloxy-3-bromo-benzonitrile). RXN SMILES: [Br:1][C:2]1[CH:3]=[C:4]([CH:7]=[CH:8][C:9]=1[OH:10])[C:5]#[N:6].[CH2:11](Br)[CH:12]=[CH2:13].C(=O)([O-])[O-].[K+].[K+].[I-].[K+]>CC(C)=O.CCOC(C)=O>[CH2:13]([O:10][C:9]1[CH:8]=[CH:7][C:4]([C:5]#[N:6])=[CH:3][C:2]=1[Br:1])[CH:12]=[CH2:11] |f:2.3.4,5.6|. Reported procedure: Mix 3-bromo-4-hydroxy-benzonitrile (1.520 g, 8.0 mmol), allyl bromide (1.161g, 9.6 mmol), potassium carbonate (3.317 g, 24 mmol) and potassium iodide (133 mg, 0.1 mmol) in acetone (80 mL). Heat the mixture to reflux for 12 h. Cool to ambient temperature, add EtOAc, wash the organic layer with water, and extract the aqueous layer twice with EtOAc. Dry the combined organic extracts over Na2SO4, filter and concentrate. Purify by chromatography on silica gel eluting with EtOAc/hexane (1:8) to obtain... The reactants are FC=1C=C(C=C(C1)F)C(C)N ([1-(3,5-difluorophenyl)ethyl]amine), Cl.NC1(CCCC1)C(=O)OC (methyl 1-aminocyclopentanecarboxylate hydrochloride), NC1(CCCCC1)C(=O)O (1-aminocyclohexanecarboxylic acid). The product is Cl.NC1(CCCCC1)C(=O)OC (Methyl 1-aminocyclohexanecarboxylate hydrochloride). RXN SMILES: F[C:2]1C=C(C(N)C)C=C(F)C=1.[ClH:12].[NH2:13][C:14]1([C:19]([O:21][CH3:22])=[O:20])[CH2:18][CH2:17][CH2:16][CH2:15]1.NC1(C(O)=O)CCCCC1>>[ClH:12].[NH2:13][C:14]1([C:19]([O:21][CH3:22])=[O:20])[CH2:18][CH2:17][CH2:16][CH2:15][CH2:2]1 |f:1.2,4.5|. Procedure details: Essentially following the procedures described in Intermediate 1 for methyl 1-aminocyclopentanecarboxylate hydrochloride, but using 1-aminocyclohexanecarboxylic acid in place of 1-aminocyclopentanecarboxylic acid, the title compound was obtained. MS: m/z=158 (M+1). Reactants: COCCCC#N (4-methoxybutanenitrile), NO (hydroxylamine). Yields the product O\N=C(\CCCOC)/N ((1Z)—N′-hydroxy-4-methoxybutanimidamide). RXN SMILES: [CH3:1][O:2][CH2:3][CH2:4][CH2:5][C:6]#[N:7].[NH2:8][OH:9]>>[OH:9]/[N:8]=[C:6](\[NH2:7])/[CH2:5][CH2:4][CH2:3][O:2][CH3:1]. Procedure: In analogy to the procedure described for example D28 4-methoxybutanenitrile (3.1 g) and hydroxylamine (2.07 g, 50 wt % in water) yield the title compound as a solid. Starting materials: ClC1=CC=C(CC2=CNC3=CC=CC=C23)C=C1 (3-(4-chlorobenzyl)-1H-indole), C1CC(=O)N(C1=O)Br (NBS). Solvent: CCCCCC.CCOC(=O)C (hexane EtOAc), C(Cl)(Cl)(Cl)Cl (CCl4). Run at time 1 hour. The product is BrC=1NC2=CC=CC=C2C1CC1=CC=C(C=C1)Cl (2-Bromo-3-(4-chlorobenzyl)-1H-indole). As a reaction SMILES: [Cl:1][C:2]1[CH:17]=[CH:16][C:5]([CH2:6][C:7]2[C:15]3[C:10](=[CH:11][CH:12]=[CH:13][CH:14]=3)[NH:9][CH:8]=2)=[CH:4][CH:3]=1.C1C(=O)N([Br:25])C(=O)C1>C(Cl)(Cl)(Cl)Cl.CCCCCC.CCOC(C)=O>[Br:25][C:8]1[NH:9][C:10]2[C:15]([C:7]=1[CH2:6][C:5]1[CH:4]=[CH:3][C:2]([Cl:1])=[CH:17][CH:16]=1)=[CH:14][CH:13]=[CH:12][CH:11]=2 |f:3.4|. Procedure: To a solution of 2 g of 3-(4-chlorobenzyl)-1H-indole in 50 mL of CCl4 was added 1.8 g of NBS. The reaction mixture was stirred for 1 hour at room temperature and diluted with 50 mL of 5:1 hexane/EtOAc. The mixture was then filtered through a pad of silica gel and the filtrate was concentrated under reduced pressure to give the crude title compound, which was used for the next step without further purification. Reactants: OC(C)C=1C(=NC(=NC1)SC)NC=1C=C(C=CC1)NC(OC(C)(C)C)=O (tert-butyl (3-((5-(1-hydroxyethyl)-2-(methylthio)pyrimidin-4-yl)amino)phenyl)carbamate), C[N+]1(CCOCC1)[O-] (4-methylmorpholine N-oxide), 1/1, CO.CCOC(=O)C (MeOH EtOAc). The reagents and catalysts are [Ru](=O)(=O)(=O)[O-].C(CC)[N+](CCC)(CCC)CCC (Tetrapropylammonium perruthenate). Run in C(Cl)Cl (DCM). Conditions: time 3 hour. The product is C(C)(=O)C=1C(=NC(=NC1)SC)NC=1C=C(C=CC1)NC(OC(C)(C)C)=O (tert-butyl (3-((5-acetyl-2-(methylthio)pyrimidin-4-yl)amino)phenyl)carbamate). Isolated yield 56.5%. RXN SMILES: [OH:1][CH:2]([C:4]1[C:5]([NH:12][C:13]2[CH:14]=[C:15]([NH:19][C:20](=[O:26])[O:21][C:22]([CH3:25])([CH3:24])[CH3:23])[CH:16]=[CH:17][CH:18]=2)=[N:6][C:7]([S:10][CH3:11])=[N:8][CH:9]=1)[CH3:3].C[N+]1([O-])CCOCC1.CO.CCOC(C)=O>C(Cl)Cl.[Ru]([O-])(=O)(=O)=O.C([N+](CCC)(CCC)CCC)CC>[C:2]([C:4]1[C:5]([NH:12][C:13]2[CH:14]=[C:15]([NH:19][C:20](=[O:26])[O:21][C:22]([CH3:25])([CH3:24])[CH3:23])[CH:16]=[CH:17][CH:18]=2)=[N:6][C:7]([S:10][CH3:11])=[N:8][CH:9]=1)(=[O:1])[CH3:3] |f:2.3,5.6|. Reported procedure: Tetrapropylammonium perruthenate (1.05 g, 2.99 mmol) was added to a heterogenous mixture of tert-butyl (3-((5-(1-hydroxyethyl)-2-(methylthio)pyrimidin-4-yl)amino)phenyl)carbamate (22.5 g, 59.8 mmol) and 4-methylmorpholine N-oxide (8.75 g, 74.7 mmol) in DCM (460 mL) at RT. The mixture was stirred at RT for 3 h and concentrated under reduced pressure. The dark solid was dissolved in 10% MeOH in DCM and the material was adsorbed on to silica gel. The material was purified by silica gel pad (2-L sin... Starting materials: O=C([O-])[O-], CN(C)C=O, COCOc1c(C)cc(O)cc1Cl, ClCC=C(Cl)Cl, [K+], [K+]. The product is COCOc1c(C)cc(OCC=C(Cl)Cl)cc1Cl. Reaction SMILES: [C:14](=[O:15])([O-:16])[O-:17].[CH3:26][N:27]([CH3:28])[CH:29]=[O:30].[Cl:1][c:2]1[cH:3][c:4]([OH:13])[cH:5][c:6]([CH3:12])[c:7]1[O:8][CH2:9][O:10][CH3:11].[Cl:20][C:21](=[CH:22][CH2:23][Cl:24])[Cl:25].[K+:18].[K+:19]>>[Cl:1][c:2]1[cH:3][c:4]([O:13][CH2:23][CH:22]=[C:21]([Cl:20])[Cl:25])[cH:5][c:6]([CH3:12])[c:7]1[O:8][CH2:9][O:10][CH3:11].